From a dataset of the Open Reaction Database (ORD), a public repository of structured organic reaction records. describe an organic reaction: reactants, conditions, products, and yield Run in O (water). Reaction SMILES: [C:1]1([C:7]2[CH2:8][CH2:9][N:10]([CH2:13][CH2:14][CH2:15][CH2:16][C:17]3[C:25]4[C:20](=[CH:21][CH:22]=[C:23]([C:26]#[N:27])[CH:24]=4)[NH:19][CH:18]=3)[CH2:11][CH:12]=2)[CH:6]=[CH:5][CH:4]=[CH:3][CH:2]=1.[OH-].[Na+].C([O:32]CCOCCO)C>O>[C:1]1([C:7]2[CH2:12][CH2:11][N:10]([CH2:13][CH2:14][CH2:15][CH2:16][C:17]3[C:25]4[C:20](=[CH:21][CH:22]=[C:23]([C:26]([NH2:27])=[O:32])[CH:24]=4)[NH:19][CH:18]=3)[CH2:9][CH:8]=2)[CH:2]=[CH:3][CH:4]=[CH:5][CH:6]=1 |f:1.2|. Procedure: A mixture of 35.5 g of 3-[4-(4-phenyl-1,2,3,6-tetrahydropyridyl)-butyl]-5-cyanoindole [m.p. 167°; obtainable from the corresponding 5-formyl compound via the oxime], 27.1 g of NaOH, 520 ml of water and 420 ml of diethylene glycol monoethyl ether is stirred for 3 hours at a bath temperature of 140°. The mixture is cooled and worked up in the customary manner to give 3-[4-(4-phenyl-1,2,3,6-tetrahydropyridyl)-butyl]-indole-5-carboxamide, m.p. 200°-205°. The product is C1(=CC=CC=C1)C=1CCN(CC1)CCCCC1=CNC2=CC=C(C=C12)C(=O)N (3-[4-(4-phenyl-1,2,3,6-tetrahydropyridyl)-butyl]-indole-5-carboxamide). Starting materials: C1(=CC=CC=C1)C=1CCN(CC1)CCCCC1=CNC2=CC=C(C=C12)C#N (3-[4-(4-phenyl-1,2,3,6-tetrahydropyridyl)-butyl]-5-cyanoindole), 5-formyl, oxime, [OH-].[Na+] (NaOH), C(C)OCCOCCO (diethylene glycol monoethyl ether). Yields the product BrC1=C2C(=C(N=C1)OC)OC(=C2)C2(CCNCC2)OC (4-Bromo-7-methoxy-2-(4-methoxypiperidin-4-yl)furo[2,3-c]pridine). Solvent: [OH-].[Na+] (sodium hydroxide). Reactants: C(C)(C)(C)OC(=O)N1CCC(CC1)(OC)C1=CC=2C(=C(N=CC2Br)OC)O1 (4-(4-Bromo-7-methoxyfuro[2,3-c]pyridin-2-yl)-4-methoxypiperidine-1-carboxylic acid tert-butyl ester), ClCCl (dichloromethane), FC(C(=O)O)(F)F (trifluoroacetic acid). RXN SMILES: C(OC([N:8]1[CH2:13][CH2:12][C:11]([C:16]2[O:27][C:19]3=[C:20]([O:25][CH3:26])[N:21]=[CH:22][C:23]([Br:24])=[C:18]3[CH:17]=2)([O:14][CH3:15])[CH2:10][CH2:9]1)=O)(C)(C)C.ClCCl.FC(F)(F)C(O)=O>[OH-].[Na+]>[Br:24][C:23]1[CH:22]=[N:21][C:20]([O:25][CH3:26])=[C:19]2[O:27][C:16]([C:11]3([O:14][CH3:15])[CH2:12][CH2:13][NH:8][CH2:9][CH2:10]3)=[CH:17][C:18]=12 |f:3.4|. Procedure: 4-(4-Bromo-7-methoxyfuro[2,3-c]pyridin-2-yl)-4-methoxypiperidine-1-carboxylic acid tert-butyl ester (1.5 g), dichloromethane (50 ml) and trifluoroacetic acid (5 ml ) were combined and stirred at room temperature for 3 hours. The reaction mixture was then diluted with 1N sodium hydroxide solution (100 ml) and extracted with dichloromethane (3×50 ml). The combined extracts were then dried over magnesium sulphate and evaporated in vacuo to give the title compound (1.2 g) as a pale yellow oil. Reaction conditions: time 3 hour. Isolated yield 103.5%. The reactants are ClC1=CC(=NC=2N1N=CC2)CC (7-Chloro-5-ethylpyrazolo[1,5-a]pyrimidine), ClN1C(CCC1=O)=O (N-chlorosuccinimide), ice water. Solvent: C(Cl)(Cl)Cl (chloroform). Run at time 4 hour. Product: ClC=1C=NN2C1N=C(C=C2Cl)CC (3,7-Dichloro-5-ethylpyrazolo[1,5-a]pyrimidine). RXN SMILES: [Cl:1][C:2]1[N:7]2[N:8]=[CH:9][CH:10]=[C:6]2[N:5]=[C:4]([CH2:11][CH3:12])[CH:3]=1.[Cl:13]N1C(=O)CCC1=O>C(Cl)(Cl)Cl>[Cl:13][C:10]1[CH:9]=[N:8][N:7]2[C:2]([Cl:1])=[CH:3][C:4]([CH2:11][CH3:12])=[N:5][C:6]=12. Procedure details: 5.5 g (30 mmol) of the chloro compound (Example 1, Step B) and 4.0 g (30 mmol) of N-chlorosuccinimide were dissolved in 150 ml chloroform, stirred for 4 h at room temperature, and finally heated for some minutes on a steam bath. The mixture was poured on to ice water, the aqueous layer extracted with dichloromethane, the combined organic layers washed twice with saturated sodium carbonate solution, dried over sodium sulfate, and evaporated in in vacuo. The title compound was obtained as an oil a... Starting materials: C1=CCCC1 (cyclopentene), C1=CC(=CC=C1O)C (p-cresol). Run at temperature 140 celsius, time 15 hour. Yields the product C1(CCCC1)C1=C(C(=CC(=C1)C)C1CCCC1)O (2,6-dicyclopentyl-4-methylphenol). The yield is 36.9%. As a reaction SMILES: [CH:1]1[CH2:5][CH2:4][CH2:3][CH:2]=1.[CH:6]1[C:11]([OH:12])=[CH:10][CH:9]=[C:8]([CH3:13])[CH:7]=1>>[CH:1]1([C:6]2[CH:7]=[C:8]([CH3:13])[CH:9]=[C:10]([CH:1]3[CH2:5][CH2:4][CH2:3][CH2:2]3)[C:11]=2[OH:12])[CH2:5][CH2:4][CH2:3][CH2:2]1. Reported procedure: 840 g of cyclopentene are added dropwise to 648 g of p-cresol and 60 g of an acid-activated fuller's earth at 140° C. Next the mixture is stirred at 140° C for 15 h. After having removed the catalyst by filtration the mixture is fractionated. In the boiling range of 153°-156° C 540 g of 2,6-dicyclopentyl-4-methylphenol are obtained (0.8 mm Hg) and between 167°-170° C 422 g of a fraction (0.8 mm Hg) which is recrystallised from petroleum ether. Yield: 360 g of 2,5-dicyclopentyl-4-methylphenol. Me...